Dataset: the Open Reaction Database (ORD), a public repository of structured organic reaction records. Task: describe an organic reaction: reactants, conditions, products, and yield The product is Cc1cn(CCCc2ccccc2)c2cc(C3CC(=O)N(Cc4ccccc4)C3)ccc12. The reactants are BrCc1ccccc1, Cc1cn(CCCc2ccccc2)c2cc(C3CNC(=O)C3)ccc12, [H-], [Na+], C1CCOC1. Reaction SMILES: [Br:28][CH2:29][c:30]1[cH:31][cH:32][cH:33][cH:34][cH:35]1.[CH3:3][c:4]1[cH:5][n:6]([CH2:19][CH2:20][CH2:21][c:22]2[cH:23][cH:24][cH:25][cH:26][cH:27]2)[c:7]2[cH:8][c:9]([CH:13]3[CH2:14][C:15](=[O:18])[NH:16][CH2:17]3)[cH:10][cH:11][c:12]12.[H-:1].[Na+:2].[O:36]1[CH2:37][CH2:38][CH2:39][CH2:40]1>>[CH3:3][c:4]1[cH:5][n:6]([CH2:19][CH2:20][CH2:21][c:22]2[cH:23][cH:24][cH:25][cH:26][cH:27]2)[c:7]2[cH:8][c:9]([CH:13]3[CH2:14][C:15](=[O:18])[N:16]([CH2:29][c:30]4[cH:31][cH:32][cH:33][cH:34][cH:35]4)[CH2:17]3)[cH:10][cH:11][c:12]12. Reactants: O=C1CN(CCN1)C(=O)N1CC(CC(C1)C1=CC=C(C=C1)C(F)(F)F)C(=O)O (1-[(3-Oxopiperazin-1-yl)carbonyl]-5-[4-(trifluoromethyl)phenyl]piperidine-3-carboxylic acid), ON=C(C(C)C)N (N′-hydroxy-2-methylpropanimidamide). Yields the product CC(C)C1=NOC(=N1)C1CN(CC(C1)C1=CC=C(C=C1)C(F)(F)F)C(=O)N1CC(NCC1)=O (4-({3-[3-(Propan-2-yl)-1,2,4-oxadiazol-5-yl]-5-[4-(trifluoromethyl)phenyl]piperidin-1-yl}-carbonyl)piperazin-2-one). As a reaction SMILES: [O:1]=[C:2]1[NH:7][CH2:6][CH2:5][N:4]([C:8]([N:10]2[CH2:15][CH:14]([C:16]3[CH:21]=[CH:20][C:19]([C:22]([F:25])([F:24])[F:23])=[CH:18][CH:17]=3)[CH2:13][CH:12]([C:26](O)=[O:27])[CH2:11]2)=[O:9])[CH2:3]1.O[N:30]=[C:31]([NH2:35])[CH:32]([CH3:34])[CH3:33]>>[CH3:33][CH:32]([C:31]1[N:35]=[C:26]([CH:12]2[CH2:13][CH:14]([C:16]3[CH:21]=[CH:20][C:19]([C:22]([F:24])([F:25])[F:23])=[CH:18][CH:17]=3)[CH2:15][N:10]([C:8]([N:4]3[CH2:5][CH2:6][NH:7][C:2](=[O:1])[CH2:3]3)=[O:9])[CH2:11]2)[O:27][N:30]=1)[CH3:34]. Procedure details: 250 mg (0.626 mmol) of 1-[(3-oxopiperazin-1-yl)carbonyl]-5-[4-(trifluoromethyl)phenyl]-piperidine-3-carboxylic acid (Example 206A) and 70.3 mg (0.689 mmol) of N′-hydroxy-2-methylpropanimidamide were reacted according to the General Method 1. Yield: 190 mg (62% of theory).